This data is from the Open Reaction Database (ORD), a public repository of structured organic reaction records. The task is: describe an organic reaction: reactants, conditions, products, and yield Reactants: OC=1C=C(C=O)C=C(C1O)[N+](=O)[O-] (3,4-dihydroxy-5-nitrobenzaldehyde), CC(CC(C)=O)=O (2,4-pentanedione), Cl (hydrogen chloride). Solvent: O1CCCC1 (tetrahydrofuran). Yields the product OC=1C=C(C=C(C(C)=O)C(C)=O)C=C(C1O)[N+](=O)[O-] (3-(3,4-Dihydroxy-5-nitrobenzylidene)-2,4-pentanedione). RXN SMILES: [OH:1][C:2]1[CH:3]=[C:4]([CH:7]=[C:8]([N+:11]([O-:13])=[O:12])[C:9]=1[OH:10])[CH:5]=O.[CH3:14][C:15](=[O:20])[CH2:16][C:17](=[O:19])[CH3:18].Cl>O1CCCC1>[OH:1][C:2]1[CH:3]=[C:4]([CH:7]=[C:8]([N+:11]([O-:13])=[O:12])[C:9]=1[OH:10])[CH:5]=[C:16]([C:15](=[O:20])[CH3:14])[C:17](=[O:19])[CH3:18]. Reported procedure: A solution containing 1.83 g of 3,4-dihydroxy-5-nitrobenzaldehyde and 1.00 g of 2,4-pentanedione in 10 ml of tetrahydrofuran was saturated with gaseous hydrogen chloride. After standing over night at 5° C. the product was filtered and washed with ether. Yield 1.2 g (50%), m.p. 175°-178° C. Reactants: cyclic diester, C(CCCCCCC(=O)O)(=O)O (octane-1,8-dioic acid), (±)-pent-4-enoic acid 2-(3-diisopropylamino-1-phenylpropyl)-4-(pent-4-enoyloxnymethyl)-phenyl ester. The reagents and catalysts are 2-(3-diisopropylamino-1-phenylpropyl)-4-hydroxymethyl-phenol Grubbs catalyst. The solvent is ClCCl (dichloromethane). The product is C(CCC=CCCC(=O)O)(=O)O (oct-4-ene-1,8-dioic acid), 2-(3-diisopropylamino)-1-(phenylpropyl)-4-hydroxymethyl-phenol. The yield is 71.0%. RXN SMILES: [C:1]([OH:12])(=[O:11])[CH2:2][CH2:3][CH2:4][CH2:5][CH2:6][CH2:7][C:8]([OH:10])=[O:9]>ClCCl>[C:1]([OH:12])(=[O:11])[CH2:2][CH2:3][CH:4]=[CH:5][CH2:6][CH2:7][C:8]([OH:10])=[O:9]. Reported procedure: Intramolecular cyclic diester of octane-1,8-dioic acid and 2-(3-diisopropylamino-1-phenylpropyl)-4-hydroxymethyl-phenol Grubbs catalyst (benzylidene-bis-(tricyclohexylphosphine)-dichlororuthenium, 16 mg, 0.002 mmol, 2 mol-%) was added to a solution of (±)-pent-4-enoic acid 2-(3-diisopropylamino-1-phenylpropyl)-4-(pent-4-enoyloxnymethyl)-phenyl ester (483 mg, 0.96 mmol) in dichloromethane (150 ml) and the mixture was refluxed for 96 hrs. under an atmosphere of nitrogen gas, after which all of the... The reactants are CC(=O)NC1=NC(C)(c2ccc(F)c(Br)c2)CCS1, Cc1ccccc1, [Cl-], CCCC[Sn](CCCC)(CCCC)c1nccnc1F, [Li+]. Product: CC(=O)NC1=NC(C)(c2ccc(F)c(-c3nccnc3F)c2)CCS1. As a reaction SMILES: [Br:1][c:2]1[cH:3][c:4]([C:9]2([CH3:19])[N:10]=[C:11]([NH:15][C:16]([CH3:17])=[O:18])[S:12][CH2:13][CH2:14]2)[cH:5][cH:6][c:7]1[F:8].[CH3:42][c:43]1[cH:44][cH:45][cH:46][cH:47][cH:48]1.[Cl-:41].[F:20][c:21]1[n:22][cH:23][cH:24][n:25][c:26]1[Sn:27]([CH2:28][CH2:29][CH2:30][CH3:31])([CH2:32][CH2:33][CH2:34][CH3:35])[CH2:36][CH2:37][CH2:38][CH3:39].[Li+:40]>>[c:2]1(-[c:26]2[c:21]([F:20])[n:22][cH:23][cH:24][n:25]2)[cH:3][c:4]([C:9]2([CH3:19])[N:10]=[C:11]([NH:15][C:16]([CH3:17])=[O:18])[S:12][CH2:13][CH2:14]2)[cH:5][cH:6][c:7]1[F:8].